This data is from the Open Reaction Database (ORD), a public repository of structured organic reaction records. The task is: describe an organic reaction: reactants, conditions, products, and yield The reactants are O=C([O-])[O-], c1ccc2c3c(sc2c1)CCNC3, Cc1nc2ccccn2c(=O)c1CCCl, [Na+], [Na+]. The product is Cc1nc2ccccn2c(=O)c1CCN1CCc2sc3ccccc3c2C1. RXN SMILES: [C:29](=[O:30])([O-:31])[O-:32].[CH2:1]1[NH:2][CH2:3][CH2:4][c:5]2[c:6]1[c:7]1[c:8]([s:9]2)[cH:10][cH:11][cH:12][cH:13]1.[Cl:14][CH2:15][CH2:16][c:17]1[c:18]([CH3:28])[n:19][c:20]2[n:21]([c:22]1=[O:23])[cH:24][cH:25][cH:26][cH:27]2.[Na+:33].[Na+:34]>>[CH2:1]1[N:2]([CH2:15][CH2:16][c:17]2[c:18]([CH3:28])[n:19][c:20]3[n:21]([c:22]2=[O:23])[cH:24][cH:25][cH:26][cH:27]3)[CH2:3][CH2:4][c:5]2[c:6]1[c:7]1[c:8]([s:9]2)[cH:10][cH:11][cH:12][cH:13]1. The reactants are Nc1c(Br)nc2nc(C(F)(F)F)n(O)c2c1Br, [Cl-], Cl, O=N[O-], [Na+]. The product is On1c(C(F)(F)F)nc2nc(Br)c(Cl)c(Br)c21. RXN SMILES: [Br:1][c:2]1[c:3]([NH2:17])[c:4]([Br:16])[c:5]2[c:6]([n:7]1)[n:8][c:9]([C:12]([F:13])([F:14])[F:15])[n:10]2[OH:11].[Cl-:22].[ClH:23].[N:18]([O-:19])=[O:20].[Na+:21]>>[Br:1][c:2]1[c:3]([Cl:22])[c:4]([Br:16])[c:5]2[c:6]([n:7]1)[n:8][c:9]([C:12]([F:13])([F:14])[F:15])[n:10]2[OH:11].